This data is from the Open Reaction Database (ORD), a public repository of structured organic reaction records. The task is: describe an organic reaction: reactants, conditions, products, and yield Reactants: NC=1SC(=NN1)N1CCCCC1 (2-amino-5-piperidino-1,3,4-thiadiazole), C(#CC(=O)OCC)C(=O)OCC (diethyl acetylenedicarboxylate). Run in C(C)O (ethanol). Product: N1(CCCCC1)C1=NN2C(=NC(C=C2C(=O)OCC)=O)S1 (ethyl 2-piperidino-7H-1,3,4-thiadiazolo-[3,2-a]-pyrimidin-7-one-5-carboxylate). As a reaction SMILES: [NH2:1][C:2]1[S:3][C:4]([N:7]2[CH2:12][CH2:11][CH2:10][CH2:9][CH2:8]2)=[N:5][N:6]=1.[C:13]([C:20](OCC)=[O:21])#[C:14][C:15]([O:17][CH2:18][CH3:19])=[O:16]>C(O)C>[N:7]1([C:4]2[S:3][C:2]3=[N:1][C:20](=[O:21])[CH:13]=[C:14]([C:15]([O:17][CH2:18][CH3:19])=[O:16])[N:6]3[N:5]=2)[CH2:12][CH2:11][CH2:10][CH2:9][CH2:8]1. Reported procedure: The procedure used was as described in Example 5. However, there were used 9.2 g of 2-amino-5-piperidino-1,3,4-thiadiazole, 8.5 g of diethyl acetylenedicarboxylate and 200 ml of ethanol. Thus 9.8 g (63.7% of the theoretical yield) of ethyl 2-piperidino-7H-1,3,4-thiadiazolo-[3,2-a]-pyrimidin-7-one-5-carboxylate, melting at 125° to 127° C., were obtained. Starting materials: CN(C)C=O, CO, C[O-], Cl, N=C(N)N, [Na+], O, COC(=O)c1cc(CO)cc(-n2cccc2)c1. RXN SMILES: [CH3:27][N:28]([CH3:29])[CH:30]=[O:31].[CH3:32][OH:33].[CH3:6][O-:7].[ClH:1].[NH2:2][C:3](=[NH:4])[NH2:5].[Na+:8].[OH2:26].[OH:9][CH2:10][c:11]1[cH:12][c:13]([C:14](=[O:15])[O:16][CH3:17])[cH:18][c:19](-[n:21]2[cH:22][cH:23][cH:24][cH:25]2)[cH:20]1>>[ClH:1].[NH2:2][C:3](=[N:4][C:14]([c:13]1[cH:12][c:11]([CH2:10][OH:9])[cH:20][c:19](-[n:21]2[cH:22][cH:23][cH:24][cH:25]2)[cH:18]1)=[O:15])[NH2:5]. The product is Cl, NC(N)=NC(=O)c1cc(CO)cc(-n2cccc2)c1. The reactants are NC1=NC(=C(C(=N1)OS(=O)(=O)C(F)(F)F)C#N)C=1OCCC1 (trifluoromethanesulfonic acid 2-amino-5-cyano-6-(4,5-dihydro-furan-2-yl)-pyrimidin-4-yl ester), CC=1C=C(CN)C=CC1C (3,4-dimethylbenzylamine). Run in COCCOC (DME). Conditions: time 1 hour. The product is NC1=NC(=C(C(=N1)C=1OCCC1)C#N)NCC1=CC(=C(C=C1)C)C (2-amino-4-(4,5-dihydro-furan-2-yl)-6-(3,4-dimethyl-benzylamino)-pyrimidine-5-carbonitrile). Isolated yield 14.7%. Reaction SMILES: [NH2:1][C:2]1[N:7]=[C:6](OS(C(F)(F)F)(=O)=O)[C:5]([C:16]#[N:17])=[C:4]([C:18]2[O:19][CH2:20][CH2:21][CH:22]=2)[N:3]=1.[CH3:23][C:24]1[CH:25]=[C:26]([CH:29]=[CH:30][C:31]=1[CH3:32])[CH2:27][NH2:28]>COCCOC>[NH2:1][C:2]1[N:3]=[C:4]([C:18]2[O:19][CH2:20][CH2:21][CH:22]=2)[C:5]([C:16]#[N:17])=[C:6]([NH:28][CH2:27][C:26]2[CH:29]=[CH:30][C:31]([CH3:32])=[C:24]([CH3:23])[CH:25]=2)[N:7]=1. Procedure details: To a stirred suspension of 250 mg (0.74 mmol) trifluoromethanesulfonic acid 2-amino-5-cyano-6-(4,5-dihydro-furan-2-yl)-pyrimidin-4-yl ester in 10 ml DME was added 0.20 g (1.49 mmol) 3,4-dimethylbenzylamine and the mixture stirred at room temperature for 1 hour. The reaction mixture was then partitioned between water and ethyl acetate and the organic phase was dried over sodium sulfate and concentrated in vacuo. Chromatography (ethyl acetate) followed by trituration in ether/hexane afforded 35 mg... The reactants are N1=C(C=CC2=CC=CC=C12)C(C)=NOCCO (2-[1-(2-quinolyl)-ethylideneaminooxy]ethanol), N(=NC(=O)OCC)C(=O)OCC (diethyl azodicarboxylate), OC1=CC=C(CC2C(N(C(S2)=O)C(C2=CC=CC=C2)(C2=CC=CC=C2)C2=CC=CC=C2)=O)C=C1 (5-(4-hydroxybenzyl)-3-tritylthiazolidine-2,4-dione), C1(=CC=CC=C1)P(C1=CC=CC=C1)C1=CC=CC=C1 (triphenylphosphine). Yields the product N1=C(C=CC2=CC=CC=C12)C(C)=NOCCOC1=CC=C(CC2C(N(C(S2)=O)C(C2=CC=CC=C2)(C2=CC=CC=C2)C2=CC=CC=C2)=O)C=C1 (5-(4-{2-[1-(2-Quinolyl)ethylideneaminooxy]-ethoxy}benzyl)-3-tritylthiazolidine-2,4-dione). The yield is 87.4%. RXN SMILES: [N:1]1[C:10]2[C:5](=[CH:6][CH:7]=[CH:8][CH:9]=2)[CH:4]=[CH:3][C:2]=1[C:11](=[N:13][O:14][CH2:15][CH2:16][OH:17])[CH3:12].O[C:19]1[CH:51]=[CH:50][C:22]([CH2:23][CH:24]2[S:28][C:27](=[O:29])[N:26]([C:30]([C:43]3[CH:48]=[CH:47][CH:46]=[CH:45][CH:44]=3)([C:37]3[CH:42]=[CH:41][CH:40]=[CH:39][CH:38]=3)[C:31]3[CH:36]=[CH:35][CH:34]=[CH:33][CH:32]=3)[C:25]2=[O:49])=[CH:21][CH:20]=1.C1(P(C2C=CC=CC=2)C2C=CC=CC=2)C=CC=CC=1.N(C(OCC)=O)=NC(OCC)=O>>[N:1]1[C:10]2[C:5](=[CH:6][CH:7]=[CH:8][CH:9]=2)[CH:4]=[CH:3][C:2]=1[C:11](=[N:13][O:14][CH2:15][CH2:16][O:17][C:19]1[CH:51]=[CH:50][C:22]([CH2:23][CH:24]2[S:28][C:27](=[O:29])[N:26]([C:30]([C:43]3[CH:48]=[CH:47][CH:46]=[CH:45][CH:44]=3)([C:37]3[CH:38]=[CH:39][CH:40]=[CH:41][CH:42]=3)[C:31]3[CH:36]=[CH:35][CH:34]=[CH:33][CH:32]=3)[C:25]2=[O:49])=[CH:21][CH:20]=1)[CH3:12]. Procedure details: Following a procedure similar to that described in Example 1(a), but using 461 mg of 2-[1-(2-quinolyl)-ethylideneaminooxy]ethanol (prepared as described in Preparation 14), 716 mg of 5-(4-hydroxybenzyl)-3-tritylthiazolidine-2,4-dione, 525 mg of triphenylphosphine and 348 mg of diethyl azodicarboxylate, 911 mg of the title compound were obtained as a foam-like solid. The reactants are C(C)OC(=O)C1(CC2=CC=CC=C2C1)N (2-amino-indan-2-carboxylic acid ethyl ester), ClC=1C(=C(C=C(C1)Cl)S(=O)(=O)Cl)O (3,5-dichloro-2-hydroxy-benzenesulfonyl chloride), CCN(C(C)C)C(C)C (DIPEA). Run in C(Cl)Cl (DCM), C(Cl)Cl (DCM). Run at time 1 hour. The product is C(C)OC(=O)C1(CC2=CC=CC=C2C1)NS(=O)(=O)C1=C(C(=CC(=C1)Cl)Cl)O (2-(3,5-Dichloro-2-hydroxy-benzenesulfonylamino)-indan-2-carboxylic acid ethyl ester). Yield: 27.4%. RXN SMILES: [CH2:1]([O:3][C:4]([C:6]1([NH2:15])[CH2:14][C:13]2[C:8](=[CH:9][CH:10]=[CH:11][CH:12]=2)[CH2:7]1)=[O:5])[CH3:2].[Cl:16][C:17]1[C:18]([OH:28])=[C:19]([S:24](Cl)(=[O:26])=[O:25])[CH:20]=[C:21]([Cl:23])[CH:22]=1.CCN(C(C)C)C(C)C>C(Cl)Cl>[CH2:1]([O:3][C:4]([C:6]1([NH:15][S:24]([C:19]2[CH:20]=[C:21]([Cl:23])[CH:22]=[C:17]([Cl:16])[C:18]=2[OH:28])(=[O:25])=[O:26])[CH2:14][C:13]2[C:8](=[CH:9][CH:10]=[CH:11][CH:12]=2)[CH2:7]1)=[O:5])[CH3:2]. Reported procedure: To a solution of 2-amino-indan-2-carboxylic acid ethyl ester (3.14 g, 15.3 mmol) and 3,5-dichloro-2-hydroxy-benzenesulfonyl chloride (1 g, 3.82 mmol) in anhydrous DCM (dichloromethane, 20 mL) is added DIPEA (631 μL, 3.82 mmol). The resulting solution is stirred at RT for 1 hour. The reaction solution is diluted in DCM (50 mL) and washed with water (1×5 mL) and brine (2×5 mL). The organic layer is dried over anhydrous Na2SO4 and concentrated in vacuo. The residue is purified by HPLC to give a pur... The reactants are F[C@H]1C[C@@H](O[C@@H]1COC(=O)C1=CC=C(C=C1)C)N1C(=O)NC(=O)C(=C1)C#C[Si](C)(C)C (2',3'-Dideoxy-3'-fluoro-5'-O-p-toluoyl-5-(trimethylsilylethynyl) uridine), C[O-].[Na+] (sodium methoxide). Solvent: CO (methanol). Reaction conditions: time 7 hour. Yields the product C(#C)C=1C(NC(N([C@H]2C[C@@H]([C@@H](CO)O2)F)C1)=O)=O (2',3'-Dideoxy-5-ethynyl-3'-fluorouridine). RXN SMILES: [F:1][C@@H:2]1[C@@H:6]([CH2:7][O:8]C(C2C=CC(C)=CC=2)=O)[O:5][C@@H:4]([N:18]2[CH:25]=[C:24]([C:26]#[C:27][Si](C)(C)C)[C:22](=[O:23])[NH:21][C:19]2=[O:20])[CH2:3]1.C[O-].[Na+]>CO>[C:26]([C:24]1[C:22](=[O:23])[NH:21][C:19](=[O:20])[N:18]([CH:25]=1)[C@@H:4]1[O:5][C@H:6]([CH2:7][OH:8])[C@@H:2]([F:1])[CH2:3]1)#[CH:27] |f:1.2|. Procedure: The product of Stage c), (0.53 g, 1.18 mmoles) was dissolved in methanol (17 ml) containing sodium methoxide (from 0.027 g, 1.18 mmoles of sodium metal) and the solution left standing at ambient temperature for 7 hours. The mixture was then neutralised with Dowex 50 (H+) resin, filtered and evaporated to dryness. The final residue was triturated with ether (2×7 ml) and recrystallised from ethanol to give the title compound. Starting materials: Cc1ccc(OCC(=O)N(NC(=O)c2ccccc2)C(C)C)c(Br)c1, O=C([O-])[O-], CCc1ccccc1B(O)O, COCCOC, [Na+], [Na+]. Product: CCc1ccccc1-c1cc(C)ccc1OCC(=O)N(NC(=O)c1ccccc1)C(C)C. RXN SMILES: [Br:1][c:2]1[c:3]([O:4][CH2:5][C:6](=[O:7])[N:8]([NH:9][C:10]([c:11]2[cH:12][cH:13][cH:14][cH:15][cH:16]2)=[O:17])[CH:18]([CH3:19])[CH3:20])[cH:21][cH:22][c:23]([CH3:25])[cH:24]1.[C:26](=[O:27])([O-:28])[O-:29].[CH2:32]([CH3:33])[c:34]1[c:35]([B:40]([OH:41])[OH:42])[cH:36][cH:37][cH:38][cH:39]1.[CH3:43][O:44][CH2:45][CH2:46][O:47][CH3:48].[Na+:30].[Na+:31]>>[c:2]1(-[c:35]2[c:34]([CH2:32][CH3:33])[cH:39][cH:38][cH:37][cH:36]2)[c:3]([O:4][CH2:5][C:6](=[O:7])[N:8]([NH:9][C:10]([c:11]2[cH:12][cH:13][cH:14][cH:15][cH:16]2)=[O:17])[CH:18]([CH3:19])[CH3:20])[cH:21][cH:22][c:23]([CH3:25])[cH:24]1.